The task is: describe an organic reaction: reactants, conditions, products, and yield. This data is from the Open Reaction Database (ORD), a public repository of structured organic reaction records. RXN SMILES: [Cl:1][C:2]1[CH:9]=[CH:8][C:5]([CH:6]=O)=[CH:4][CH:3]=1.[CH3:10][NH:11][NH2:12]>C(O)C>[CH3:10][NH:11][N:12]=[CH:6][C:5]1[CH:8]=[CH:9][C:2]([Cl:1])=[CH:3][CH:4]=1. Product: CNN=CC1=CC=C(C=C1)Cl (4-Chlorobenzaldehyde (N-methyl)hydrazone). Run in C(C)O (ethanol). Procedure: 56.2 g (0.4 mol) of 4-chlorobenzaldehyde were added dropwise to a solution of 18.4 g (0.4 mol) of methylhydrazine in 100 ml of ethanol. The mixture was then refluxed for 4 hours. After cooling, the reaction mixture was concentrated. The residue was taken up in methyl tert-butyl ether. The ether phase was finally washed with water, dried over magnesium sulfate and then concentrated. Yield: 97%. Starting materials: ClC1=CC=C(C=O)C=C1 (4-chlorobenzaldehyde), CNN (methylhydrazine). The yield is 97.0%. The reactants are COC(=O)c1cccc2nc(-c3cccc(CBr)c3)oc12, C1CNCCN1, CCO. Yields the product COC(=O)c1cccc2nc(-c3cccc(CN4CCNCC4)c3)oc12. As a reaction SMILES: [Br:1][CH2:2][c:3]1[cH:4][c:5](-[c:9]2[o:10][c:11]3[c:12]([n:13]2)[cH:14][cH:15][cH:16][c:17]3[C:18](=[O:19])[O:20][CH3:21])[cH:6][cH:7][cH:8]1.[CH2:22]1[CH2:23][NH:24][CH2:25][CH2:26][NH:27]1.[CH3:28][CH2:29][OH:30]>>[CH2:2]([c:3]1[cH:4][c:5](-[c:9]2[o:10][c:11]3[c:12]([n:13]2)[cH:14][cH:15][cH:16][c:17]3[C:18](=[O:19])[O:20][CH3:21])[cH:6][cH:7][cH:8]1)[N:24]1[CH2:23][CH2:22][NH:27][CH2:26][CH2:25]1. The product is O=C(OCc1ccccc1)N1CC(C2CCCCC2)CC1CO. As a reaction SMILES: [C:14](=[O:15])([O-:16])[O-:17].[C:43]([O:44][CH2:45][CH3:46])(=[O:47])[CH3:48].[CH2:20]([c:21]1[cH:22][cH:23][cH:24][cH:25][cH:26]1)[O:27][C:28](=[O:29])[Cl:30].[CH3:37][CH2:38][CH2:39][CH2:40][CH2:41][CH3:42].[CH:1]1([CH:7]2[CH2:8][CH:9]([CH2:12][OH:13])[NH:10][CH2:11]2)[CH2:2][CH2:3][CH2:4][CH2:5][CH2:6]1.[I:31].[K+:18].[K+:19].[O:32]1[CH2:33][CH2:34][CH2:35][CH2:36]1.[OH2:49]>>[CH:1]1([CH:7]2[CH2:8][CH:9]([CH2:12][OH:13])[N:10]([C:28]([O:27][CH2:20][c:21]3[cH:22][cH:23][cH:24][cH:25][cH:26]3)=[O:29])[CH2:11]2)[CH2:2][CH2:3][CH2:4][CH2:5][CH2:6]1. Reactants: O=C([O-])[O-], CCOC(C)=O, O=C(Cl)OCc1ccccc1, CCCCCC, OCC1CC(C2CCCCC2)CN1, I, [K+], [K+], C1CCOC1, O. The reactants are O=[N+]([O-])c1ccc(F)cc1, I, Cl[Sb](Cl)(Cl)(Cl)Cl. Yields the product O=[N+]([O-])c1ccc(F)c(Cl)c1. As a reaction SMILES: [F:1][c:2]1[cH:3][cH:4][c:5]([N+:8](=[O:9])[O-:10])[cH:6][cH:7]1.[I:17].[Sb:11]([Cl:12])([Cl:13])([Cl:14])([Cl:15])[Cl:16]>>[F:1][c:2]1[c:3]([Cl:12])[cH:4][c:5]([N+:8](=[O:9])[O-:10])[cH:6][cH:7]1. The reactants are [Ag+2], CCCCCC12CCC(Br)(CC1)CC2, O=CO, O, O=S(=O)(O)O, O=S(=O)([O-])[O-]. Product: CCCCCC12CCC(C(=O)O)(CC1)CC2. As a reaction SMILES: [Ag+2:28].[Br:6][C:7]12[CH2:8][CH2:9][C:10]([CH2:15][CH2:16][CH2:17][CH2:18][CH3:19])([CH2:11][CH2:12]1)[CH2:13][CH2:14]2.[CH:20](=[O:21])[OH:22].[OH2:29].[S:1](=[O:2])(=[O:3])([OH:4])[OH:5].[S:23]([O-:24])([O-:25])(=[O:26])=[O:27]>>[C:7]12([C:20](=[O:21])[OH:22])[CH2:8][CH2:9][C:10]([CH2:15][CH2:16][CH2:17][CH2:18][CH3:19])([CH2:11][CH2:12]1)[CH2:13][CH2:14]2. Reactants: C(C1=CC=CC=C1)N (Benzylamine), C(C)OC(C(=C)[C@H]1N(C[C@@H](C1)O[Si](C)(C)C(C)(C)C)C(=O)OC(C)(C)C)=O ([(2S,4R)-N-tert-butoxycarbonyl-4-tert-butyldimethylsiloxypyrrolidin-2-yl]acrylic acid ethyl ester), CCCCCC.C(C)(=O)OCC (hexane ethyl acetate). Conditions: time 5 day. The product is C(C)OC(CC([C@H]1N(C[C@@H](C1)O[Si](C)(C)C(C)(C)C)C(=O)OC(C)(C)C)NCC1=CC=CC=C1)=O (3-benzylamino-3-[(2S,4R)-N-tert-butoxycarbonyl-4-tert-butyldimethylsiloxypyrrolidin-2-yl]propionic acid ethyl ester). Yield: 70.5%. Reaction SMILES: [CH2:1]([NH2:8])[C:2]1[CH:7]=[CH:6][CH:5]=[CH:4][CH:3]=1.C(OC(=O)[C:13]([C@@H:15]1[CH2:19][C@@H:18]([O:20][Si:21]([C:24]([CH3:27])([CH3:26])[CH3:25])([CH3:23])[CH3:22])[CH2:17][N:16]1[C:28]([O:30][C:31]([CH3:34])([CH3:33])[CH3:32])=[O:29])=C)C.CCCCCC.[C:42]([O:45][CH2:46][CH3:47])(=[O:44])[CH3:43]>>[CH2:46]([O:45][C:42](=[O:44])[CH2:43][CH:13]([NH:8][CH2:1][C:2]1[CH:7]=[CH:6][CH:5]=[CH:4][CH:3]=1)[C@@H:15]1[CH2:19][C@@H:18]([O:20][Si:21]([C:24]([CH3:25])([CH3:26])[CH3:27])([CH3:23])[CH3:22])[CH2:17][N:16]1[C:28]([O:30][C:31]([CH3:32])([CH3:34])[CH3:33])=[O:29])[CH3:47] |f:2.3|. Procedure: Benzylamine (1.2 ml, 11 mmol) was added to [(2S,4R)-N-tert-butoxycarbonyl-4-tert-butyldimethylsiloxypyrrolidin-2-yl]acrylic acid ethyl ester (2.18 g, 5.46 mmol, compound of Reference Example 1-4). The mixture was stirred at room temperature for five days. Then, this mixture was subjected to silica gel column chromatography (Wakogel™ C-300, hexane-ethyl acetate 3:1) to obtain 3-benzylamino-3-[(2S,4R)-N-tert-butoxycarbonyl-4-tert-butyldimethylsiloxypyrrolidin-2-yl]propionic acid ethyl ester (1.95 ... The reactants are CC(C)(C)OC(=O)NC1CCC(CC=O)CC1, CC(=O)O[BH-](OC(C)=O)OC(C)=O, ClCCl, Cl, O=C(c1ccc(F)cc1)C1CCNCC1, [Na+]. Product: CC(C)(C)OC(=O)NC1CCC(CCN2CCC(C(=O)c3ccc(F)cc3)CC2)CC1. Reaction SMILES: [C:17]([CH3:18])([CH3:19])([CH3:20])[O:21][C:22]([NH:23][CH:24]1[CH2:25][CH2:26][CH:27]([CH2:30][CH:31]=[O:32])[CH2:28][CH2:29]1)=[O:33].[C:34]([O:35][BH-:36]([O:37][C:38](=[O:39])[CH3:40])[O:41][C:42](=[O:43])[CH3:44])(=[O:45])[CH3:46].[Cl:48][CH2:49][Cl:50].[ClH:1].[F:2][c:3]1[cH:4][cH:5][c:6]([C:7](=[O:8])[CH:9]2[CH2:10][CH2:11][NH:12][CH2:13][CH2:14]2)[cH:15][cH:16]1.[Na+:47]>>[F:2][c:3]1[cH:4][cH:5][c:6]([C:7](=[O:8])[CH:9]2[CH2:10][CH2:11][N:12]([CH2:31][CH2:30][CH:27]3[CH2:26][CH2:25][CH:24]([NH:23][C:22]([O:21][C:17]([CH3:18])([CH3:19])[CH3:20])=[O:33])[CH2:29][CH2:28]3)[CH2:13][CH2:14]2)[cH:15][cH:16]1. The reactants are [H-].[Al+3].[Li+].[H-].[H-].[H-] (Lithium aluminium hydride), NC1(CC2=CC=CC=C2C1)C(=O)O (2-aminoindan-2-carboxylic acid). The solvent is CCOCC (ether). Run at time 2 hour. Yields the product NC1(CC2=CC=CC=C2C1)CO ((2-aminoindan-2-yl)methanol). As a reaction SMILES: [H-].[Al+3].[Li+].[H-].[H-].[H-].[NH2:7][C:8]1([C:17](O)=[O:18])[CH2:16][C:15]2[C:10](=[CH:11][CH:12]=[CH:13][CH:14]=2)[CH2:9]1>CCOCC>[NH2:7][C:8]1([CH2:17][OH:18])[CH2:9][C:10]2[C:15](=[CH:14][CH:13]=[CH:12][CH:11]=2)[CH2:16]1 |f:0.1.2.3.4.5|. Procedure details: Lithium aluminium hydride (1 M solution in ether, 23.7 ml, 23.7 mmol) is added to a solution of 2-aminoindan-2-carboxylic acid (J. Med. Chem. 1991, 34, 3125; 2.26 g, 12.8 mmol) in ether (150 ml). The reaction is stirred for 2 hours at ambient temperature and quenched sequentially with water (0.9 ml), 2 M NaOH (0.9 ml) and further water (0.9 ml). MgSO4 is added and the resultant suspension is filtered. The filtrate is evaporated to afford (2-aminoindan-2-yl)methanol, MH+164.